This data is from the Open Reaction Database (ORD), a public repository of structured organic reaction records. The task is: describe an organic reaction: reactants, conditions, products, and yield The reactants are CS(=O)(=O)Cl (Methanesulphonyl chloride), OCC(CCO)CCC (3-hydroxymethylhexan-1-ol). Solvent: N1=CC=CC=C1 (pyridine), O (water). Conditions: temperature 0 celsius, time 1.5 hour. The product is CS(=O)(=O)OCCC(CCC)COS(=O)(=O)C (3-methanesulphonyloxymethylhex-1-yl methanesulphonate). Reaction SMILES: [CH3:1][S:2](Cl)(=[O:4])=[O:3].[OH:6][CH2:7][CH:8]([CH2:12][CH2:13][CH3:14])[CH2:9][CH2:10][OH:11]>N1C=CC=CC=1.O>[CH3:1][S:2]([O:11][CH2:10][CH2:9][CH:8]([CH2:7][O:6][S:2]([CH3:1])(=[O:4])=[O:3])[CH2:12][CH2:13][CH3:14])(=[O:4])=[O:3]. Reported procedure: Methanesulphonyl chloride (16.95 g) was added dropwise to a stirred solution of 3-hydroxymethylhexan-1-ol (8.94 g) in pyridine (39.5 g), maintaining the temperature at less than 5° C. Following the addition, the reaction mixture was stirred at 0° C. for 1.5 hours, then diluted with water and extracted with dichloromethane. The extracts were washed successively with water, dilute hydrochloric acid (X 2), water, aqueous sodium bicarbonate, and water, then dried over magnesium sulphate and concentr... Yields the product OC=1C=2N(C3=CC=C(C=C3N1)OC)C=NN2 (4-hydroxy-7-methoxy-[1,2,4]triazolo[4,3-a]quinoxaline). Reaction SMILES: C[O:2][C:3]1[C:4]2[N:5]([CH:15]=[N:16][N:17]=2)[C:6]2[C:11]([N:12]=1)=[CH:10][C:9]([O:13][CH3:14])=[CH:8][CH:7]=2.Cl>C(O)(=O)C>[OH:2][C:3]1[C:4]2[N:5]([CH:15]=[N:16][N:17]=2)[C:6]2[C:11]([N:12]=1)=[CH:10][C:9]([O:13][CH3:14])=[CH:8][CH:7]=2. Reactants: COC=1C=2N(C3=CC=C(C=C3N1)OC)C=NN2 (4,7-dimethoxy-[1,2,4]triazolo[4,3-a]quinoxaline), Cl (hydrochloric acid). The solvent is C(C)(=O)O (acetic acid). Procedure: A mixture consisting of 1.6 g. (0.0069 mole) of 4,7-dimethoxy-[1,2,4]triazolo[4,3-a]quinoxaline, 16 ml. of 1N hydrochloric acid and 48 ml. of glacial acetic acid was refluxed for a period of three hours. Upon completion of this step, the reaction mixture was poured over ice and filtered. The recovered product was then collected on the filter funnel and washed with diethyl ether to ultimately afford 1.19 g. (80%) of pure 4-hydroxy-7-methoxy[1,2,4]triazolo[4,3-a]quinoxaline, m.p. >250° C. Reported procedure: A solution of 4-(6-amino-5-(5-phenyl-1,3,4-oxadiazol-2-yl)pyridin-3-yl)benzoic acid (75.4 mg, 0.2104 mmol), carbonyl diimidazole (68.23 mg, 0.4208 mmol), DMAP (2.570 mg, 0.02104 mmol) and DIPEA (81.58 mg, 109.9 μL 0.6312 mmol) in DMSO (1.282 mL) was treated with 1,4-diazepane (63.22 mg, 0.6312 mmol) and the resulting solution stirred at ambient temperature for 16 hours. The reaction was treated with TBTU (67.56 mg, 0.2104 mmol) followed by 1,4-diazepane (63.22 mg, 0.6312 mmol) and DMF (1.282 mL)... Conditions: time 16 hour. Run in CS(=O)C (DMSO), CN(C)C=O (DMF), CCOC(=O)C.O (EtOAc water). The reactants are NC1=C(C=C(C=N1)C1=CC=C(C(=O)O)C=C1)C=1OC(=NN1)C1=CC=CC=C1 (4-(6-amino-5-(5-phenyl-1,3,4-oxadiazol-2-yl)pyridin-3-yl)benzoic acid), C(=O)(C=1NC=CN1)C=1NC=CN1 (carbonyl diimidazole), CCN(C(C)C)C(C)C (DIPEA), N1CCNCCC1 (1,4-diazepane), CN(C)C(=[N+](C)C)ON1C2=C(C=CC=C2)N=N1.[B-](F)(F)(F)F (TBTU), CN(C)C(=[N+](C)C)ON1C2=C(C=CC=C2)N=N1.[B-](F)(F)(F)F (TBTU), N1CCNCCC1 (1,4-diazepane). Yield: 33.4%. The product is NC1=C(C=C(C=N1)C1=CC=C(C=C1)C(=O)N1CCNCCC1)C=1OC(=NN1)C1=CC=CC=C1 ([4-[6-Amino-5-(5-phenyl-1,3,4-oxadiazol-2-yl)-3-pyridyl]phenyl]-(1,4-diazepan-1-yl)methanone). As a reaction SMILES: [NH2:1][C:2]1[N:7]=[CH:6][C:5]([C:8]2[CH:16]=[CH:15][C:11]([C:12]([OH:14])=O)=[CH:10][CH:9]=2)=[CH:4][C:3]=1[C:17]1[O:18][C:19]([C:22]2[CH:27]=[CH:26][CH:25]=[CH:24][CH:23]=2)=[N:20][N:21]=1.[C:28]([C:35]1[NH:36][CH:37]=[CH:38][N:39]=1)([C:30]1NC=CN=1)=O.CCN(C(C)C)C(C)C.N1CCCNCC1.CN(C(ON1N=NC2C=CC=CC1=2)=[N+](C)C)C.[B-](F)(F)(F)F>CN(C1C=CN=CC=1)C.CS(C)=O.CCOC(C)=O.O.CN(C=O)C>[NH2:1][C:2]1[N:7]=[CH:6][C:5]([C:8]2[CH:16]=[CH:15][C:11]([C:12]([N:39]3[CH2:30][CH2:28][CH2:35][NH:36][CH2:37][CH2:38]3)=[O:14])=[CH:10][CH:9]=2)=[CH:4][C:3]=1[C:17]1[O:18][C:19]([C:22]2[CH:23]=[CH:24][CH:25]=[CH:26][CH:27]=2)=[N:20][N:21]=1 |f:4.5,8.9|. Reagents/catalysts: CN(C)C=1C=CN=CC1 (DMAP). RXN SMILES: [CH3:1][C:2]1([CH3:14])[CH2:7][O:6][C:5]2([CH2:12][CH2:11][C:10](=[O:13])[CH2:9][CH2:8]2)[O:4][CH2:3]1.[CH2:15](Br)[CH:16]=[CH2:17]>>[CH2:17]([C:10]1([OH:13])[CH2:11][CH2:12][C:5]2([O:4][CH2:3][C:2]([CH3:14])([CH3:1])[CH2:7][O:6]2)[CH2:8][CH2:9]1)[CH:16]=[CH2:15]. Yields the product C(C=C)C1(CCC2(OCC(CO2)(C)C)CC1)O (9-allyl-3,3-dimethyl-1,5-dioxa-spiro[5.5]undecan-9-ol). The reactants are CC1(COC2(OC1)CCC(CC2)=O)C (3,3-dimethyl-1,5-dioxa-spiro[5.5]undecan-9-one), C(C=C)Br (allyl bromide), Intermediate 2. Procedure details: The title compound is prepared from 3,3-dimethyl-1,5-dioxa-spiro[5.5]undecan-9-one and allyl bromide following a procedure analogous to that described in Step 1 of Intermediate 2. Yield: quantitative; Mass spectrum (ESI+): m/z=223 [M+H—H2O]+. The product is O1C(=NCC1)C1=CC=C(C=C1)SSC1=CC=C(C=C1)C=1OCCN1 (bis[4-(4,5-dihydro-2-oxazolyl)phenyl]disulfide). Isolated yield 85.3%. Solvent: C(C)(=O)OC(C)C (isopropyl acetate). Procedure details: Thionyl chloride (20.0 g) was added to a stirred suspension of 13.3 g of N,N'-bis(2-hydroxyethyl)-4,4'-dithiobis[benzamide] in 250 ml of isopropyl acetate. The reaction mixture was allowed to stand for 3 days and the solid product was collected and dried to give 10.3 g of bis[4-(4,5-dihydro-2-oxazolyl)phenyl]disulfide, used directly in the next reaction. As a reaction SMILES: S(Cl)(Cl)=O.O[CH2:6][CH2:7][NH:8][C:9](=[O:30])[C:10]1[CH:15]=[CH:14][C:13]([S:16][S:17][C:18]2[CH:29]=[CH:28][C:21]([C:22]([NH:24][CH2:25][CH2:26][OH:27])=O)=[CH:20][CH:19]=2)=[CH:12][CH:11]=1>C(OC(C)C)(=O)C>[O:30]1[CH2:6][CH2:7][N:8]=[C:9]1[C:10]1[CH:11]=[CH:12][C:13]([S:16][S:17][C:18]2[CH:29]=[CH:28][C:21]([C:22]3[O:27][CH2:26][CH2:25][N:24]=3)=[CH:20][CH:19]=2)=[CH:14][CH:15]=1. Reactants: S(=O)(Cl)Cl (Thionyl chloride), OCCNC(C1=CC=C(C=C1)SSC1=CC=C(C(=O)NCCO)C=C1)=O (N,N'-bis(2-hydroxyethyl)-4,4'-dithiobis[benzamide]). Reaction conditions: time 3 day.